describe an organic reaction: reactants, conditions, products, and yield From a dataset of the Open Reaction Database (ORD), a public repository of structured organic reaction records. The reactants are CS(=O)(=O)Cl (methanesulfonyl chloride), N[C@H]1CN(CCC1)C=1SC(=C(N1)C(=O)N)NC1=NC=CC=C1 (2-((R)-3-amino-piperidin-1-yl)-5-(pyridin-2-ylamino)-thiazole-4-carboxylic acid amide), C(C)(C)N(CC)C(C)C (Diisopropylethylamine), CN(C=O)C (N,N-dimethylformamide). Solvent: O1CCCC1 (tetrahydrofuran). Run at time 8 hour. Yields the product CS(=O)(=O)N[C@H]1CN(CCC1)C=1SC(=C(N1)C(=O)N)NC1=NC=CC=C1 ((R)-2-(3-(methylsulfonamido)piperidin-1-yl)-5-(pyridin-2-ylamino)thiazole-4-carboxamide). Reaction SMILES: [NH2:1][C@@H:2]1[CH2:7][CH2:6][CH2:5][N:4]([C:8]2[S:9][C:10]([NH:16][C:17]3[CH:22]=[CH:21][CH:20]=[CH:19][N:18]=3)=[C:11]([C:13]([NH2:15])=[O:14])[N:12]=2)[CH2:3]1.CN(C)C=O.C(N(C(C)C)CC)(C)C.[CH3:37][S:38](Cl)(=[O:40])=[O:39]>O1CCCC1>[CH3:37][S:38]([NH:1][C@@H:2]1[CH2:7][CH2:6][CH2:5][N:4]([C:8]2[S:9][C:10]([NH:16][C:17]3[CH:22]=[CH:21][CH:20]=[CH:19][N:18]=3)=[C:11]([C:13]([NH2:15])=[O:14])[N:12]=2)[CH2:3]1)(=[O:40])=[O:39]. Reported procedure: To a suspension of 2-((R)-3-amino-piperidin-1-yl)-5-(pyridin-2-ylamino)-thiazole-4-carboxylic acid amide (prepared as described in example 4) (5.6 mg, 171 μmol) in tetrahydrofuran (1 mL) was added N,N-dimethylformamide (0.5 mL) to form a clear solution. Diisopropylethylamine (59.9 μL, 343 μmol) was added followed by methanesulfonyl chloride (20 μL, 257 μmol) and the mixture left to stir overnight at ambient temperature under argon. The reaction mixture was quenched by the addition of saturated a... Reactants: OC1=CC=C(C=C1)C(F)(F)F (4-hydroxybenzotrifluoride), C([O-])([O-])=O.[K+].[K+] (potassium carbonate), [I-].[K+] (potassium iodide), C(Cl)C1CO1 (epichlorohydrin). Run in CC(=O)C (acetone). Yields the product FC(C1=CC=C(OCC2OC2)C=C1)(F)F (2-(4-trifluoromethyl-phenoxymethyl)-oxirane). Reaction SMILES: [OH:1][C:2]1[CH:7]=[CH:6][C:5]([C:8]([F:11])([F:10])[F:9])=[CH:4][CH:3]=1.C(=O)([O-])[O-].[K+].[K+].[I-].[K+].[CH2:20]([CH:22]1[O:24][CH2:23]1)Cl>CC(C)=O>[F:11][C:8]([F:9])([F:10])[C:5]1[CH:6]=[CH:7][C:2]([O:1][CH2:20][CH:22]2[CH2:23][O:24]2)=[CH:3][CH:4]=1 |f:1.2.3,4.5|. Reported procedure: 5 g of 4-hydroxybenzotrifluoride, 12.8 g of potassium carbonate, 500 mg of potassium iodide and 18 g of epichlorohydrin are stirred in 75 ml of acetone for 15 hours at 60° C. The reaction mixture is filtered and the filtrate is concentrated. The residue is taken up in ethyl acetate and washed with water. After concentration of the organic phase and Kugelrohr distillation, 2-(4-trifluoromethyl-phenoxymethyl)-oxirane is obtained. (b.p.20 145-150° C.) Starting materials: O[C@@H]1[C@]2(C)[C@@H](CC1)[C@@H]1CC=C3CC(C[C@@H]([C@]3(CO)[C@H]1CC2)C)=O (17β,19-dihydroxy-1α-methyl-5-androsten-3-one), 17β,19-dihydroxy-1α,17α-dimethyl-5-androsten-3-one, O[C@@H]1[C@]2(C)[C@@H](CC1)[C@@H]1[C@@H](C=C3CC(C[C@@H]([C@]3(CO)[C@H]1CC2)C)=O)C (17β,19-dihydroxy-1α,7α-dimethyl-5-androstene-3-one), O[C@@H]1[C@]2(C)[C@@H](CC1)[C@@H]1CC(=C3CC(C[C@@H]([C@]3(CO)[C@H]1CC2)C)=O)C (17β,19-dihydroxy-1α,6-dimethyl-5-androsten-3-one), OC[C@]12[C@H](CC(CC1=CC[C@H]1[C@@H]3CCC([C@@]3(C)CC[C@H]21)=O)=O)C (19-hydroxy-1α-methyl-5-androstene-3,17-dione). The product is 1α,17α-dimethyl-5-androstene-3β,17β,19-triol, C[C@H]1C[C@@H](CC2=C(C[C@H]3[C@@H]4CC[C@@H]([C@@]4(C)CC[C@@H]3[C@@]12CO)O)C)O (1α,6-dimethyl-5-androstene-3β,17β,19-triol), C[C@H]1C[C@@H](CC2=CC[C@H]3[C@@H]4CC[C@@H]([C@@]4(C)CC[C@@H]3[C@@]12CO)O)O (1α-methyl-5-androstene-3β,17β,19-triol), C[C@H]1C[C@@H](CC2=C[C@H]([C@H]3[C@@H]4CC[C@@H]([C@@]4(C)CC[C@@H]3[C@@]12CO)O)C)O (1α,7α-dimethyl-5-androstene-3β,17β,19-triol). As a reaction SMILES: [OH:1][C@H:2]1[CH2:7][CH2:6][C@H:5]2[C@H:8]3[C@H:19]([CH2:20][CH2:21][C@:3]12[CH3:4])[C@:16]1([CH2:17][OH:18])[C:11]([CH2:12][C:13](=[O:23])[CH2:14][C@@H:15]1[CH3:22])=[C:10]([CH3:24])[CH2:9]3.[OH:25][CH2:26][C@@:27]12[C@@H:44]3[C@H:35]([C@H:36]4[C@@:40]([CH2:42][CH2:43]3)([CH3:41])[C:39](=[O:45])[CH2:38][CH2:37]4)[CH2:34][CH:33]=[C:32]1[CH2:31][C:30](=[O:46])[CH2:29][C@@H:28]2[CH3:47].[OH:48][C@H:49]1[CH2:54][CH2:53][C@H:52]2[C@H:55]3[C@H:66]([CH2:67][CH2:68][C@:50]12[CH3:51])[C@:63]1([CH2:64][OH:65])[C:58]([CH2:59][C:60](=[O:70])[CH2:61][C@@H:62]1[CH3:69])=[CH:57][C@H:56]3[CH3:71].O[C@H]1CC[C@H]2[C@H]3[C@H](CC[C@]12C)[C@]1(CO)C(CC(=O)C[C@@H]1C)=CC3>>[CH3:22][C@@H:15]1[C@@:16]2([CH2:17][OH:18])[C:11](=[C:10]([CH3:24])[CH2:9][C@@H:8]3[C@@H:19]2[CH2:20][CH2:21][C@@:3]2([CH3:4])[C@H:5]3[CH2:6][CH2:7][C@@H:2]2[OH:1])[CH2:12][C@@H:13]([OH:23])[CH2:14]1.[CH3:47][C@@H:28]1[C@@:27]2([CH2:26][OH:25])[C:32](=[CH:33][CH2:34][C@@H:35]3[C@@H:44]2[CH2:43][CH2:42][C@@:40]2([CH3:41])[C@H:36]3[CH2:37][CH2:38][C@@H:39]2[OH:45])[CH2:31][C@@H:30]([OH:46])[CH2:29]1.[CH3:69][C@@H:62]1[C@@:63]2([CH2:64][OH:65])[C:58](=[CH:57][C@@H:56]([CH3:71])[C@@H:55]3[C@@H:66]2[CH2:67][CH2:68][C@@:50]2([CH3:51])[C@H:52]3[CH2:53][CH2:54][C@@H:49]2[OH:48])[CH2:59][C@@H:60]([OH:70])[CH2:61]1. Procedure: Substituting 17β,19-dihydroxy-1α,17α-dimethyl-5-androsten-3-one, 17β,19-dihydroxy-1α,6-dimethyl-5-androsten-3-one, 19-hydroxy-1α-methyl-5-androstene-3,17-dione and 17β,19-dihydroxy-1α,7α-dimethyl-5-androstene-3-one for the 17β,19-dihydroxy-1α-methyl-5-androsten-3-one above results in the preparation of 1α,17α-dimethyl-5-androstene-3β,17β,19-triol, 1α,6-dimethyl-5-androstene-3β,17β,19-triol, 1α-methyl-5-androstene-3β,17β,19-triol and 1α,7α-dimethyl-5-androstene-3β,17β,19-triol, respectively. The solvent is CCOCC (ether). Yield: 90.3%. Product: Cl.COC1=NC=C(C=C1)NC(CCl)=O (N-(2-Methoxy-5-pyridyl)-chloroacetamide hydrochloride). Reaction SMILES: [Cl:1][CH2:2][C:3](Cl)=[O:4].C(=O)=O.[NH2:9][C:10]1[CH:11]=[CH:12][C:13]([O:16][CH3:17])=[N:14][CH:15]=1>CCOCC>[ClH:1].[CH3:17][O:16][C:13]1[CH:12]=[CH:11][C:10]([NH:9][C:3](=[O:4])[CH2:2][Cl:1])=[CH:15][N:14]=1 |f:4.5|. Procedure: Chloroacetyl chloride (8.0 ml, 0.10 mol) was added over a period of 10 minutes with cooling (dry ice bath) to a solution of 5-amino-2-methoxypyridine (11 ml, 0.10 mol) and ether (100 ml). After one hour the reaction wsa filtered and the solid collected and washed with ether to give 10.7 g of the title compound, m.p. 155°-160° C. The title product was identified by IR, NMR and MS analysis. Reactants: C(=O)=O (dry ice), NC=1C=CC(=NC1)OC (5-amino-2-methoxypyridine), ClCC(=O)Cl (Chloroacetyl chloride). The reactants are C(C)(C)(C)OC(NC1CCOC2=CC=C(C=C12)C=O)=O ((6-formyl-chroman-4-yl)-carbamic acid tert-butyl ester), N1CCCCC1 (piperidine). The product is C(C)(C)(C)OC(NC1CCOC2=CC=C(C=C12)CN1CCCCC1)=O ((6-piperidin-1-ylmethyl-chroman-4-yl)-carbamic acid tert-butyl ester). As a reaction SMILES: [C:1]([O:5][C:6](=[O:20])[NH:7][CH:8]1[C:17]2[C:12](=[CH:13][CH:14]=[C:15]([CH:18]=O)[CH:16]=2)[O:11][CH2:10][CH2:9]1)([CH3:4])([CH3:3])[CH3:2].[NH:21]1[CH2:26][CH2:25][CH2:24][CH2:23][CH2:22]1>>[C:1]([O:5][C:6](=[O:20])[NH:7][CH:8]1[C:17]2[C:12](=[CH:13][CH:14]=[C:15]([CH2:18][N:21]3[CH2:26][CH2:25][CH2:24][CH2:23][CH2:22]3)[CH:16]=2)[O:11][CH2:10][CH2:9]1)([CH3:4])([CH3:3])[CH3:2]. Procedure: The reductive amination procedure in Example 1, Step H was used to react (6-formyl-chroman-4-yl)-carbamic acid tert-butyl ester (Step E) with piperidine to provide (6-piperidin-1-ylmethyl-chroman-4-yl)-carbamic acid tert-butyl ester. The Boc group was deprotected with TFA in CH2Cl2 to provide the amine salt. The coupling procedure described in the preparation of Example 1, Step F with 3-(naphthalen-2-yl-sulfonylamino)-3-phenylpropionic acid was used to provide the title compound as a mixture of ... Starting materials: O=C([O-])c1ccccc1, CCOC(CCl)OCC, CCOC(C)=O, [K+], CN(C)C=O, O. Yields the product CCOC(COC(=O)c1ccccc1)OCC. As a reaction SMILES: [C:10]([c:11]1[cH:12][cH:13][cH:14][cH:15][cH:16]1)(=[O:17])[O-:18].[CH2:1]([CH3:2])[O:3][CH:4]([CH2:5][Cl:6])[O:7][CH2:8][CH3:9].[CH3:26][CH2:27][O:28][C:29](=[O:30])[CH3:31].[K+:19].[O:20]=[CH:21][N:22]([CH3:23])[CH3:24].[OH2:25]>>[CH2:1]([CH3:2])[O:3][CH:4]([CH2:5][O:18][C:10]([c:11]1[cH:12][cH:13][cH:14][cH:15][cH:16]1)=[O:17])[O:7][CH2:8][CH3:9]. Reactants: Cc1occc1C(=O)N1c2ccccc2CCC1(C)C, O, O=S(=O)(O)O. The product is Cc1occc1C(=O)Nc1cccc2c1CCC2(C)C. Reaction SMILES: [CH3:6][C:7]1([CH3:25])[N:8]([C:17](=[O:18])[c:19]2[c:20]([CH3:24])[o:21][cH:22][cH:23]2)[c:9]2[cH:10][cH:11][cH:12][cH:13][c:14]2[CH2:15][CH2:16]1.[OH2:26].[S:1](=[O:2])(=[O:3])([OH:4])[OH:5]>>[CH3:6][C:7]1([CH3:25])[c:13]2[cH:12][cH:11][cH:10][c:9]([NH:8][C:17](=[O:18])[c:19]3[c:20]([CH3:24])[o:21][cH:22][cH:23]3)[c:14]2[CH2:15][CH2:16]1. The reactants are C1OC23[C@]4(C)[C@@H](CC2(OCCO3)OC1)[C@@H]1C[C@@H](C3CCCC[C@]3(C)[C@H]1CC4)C=C (17,17-bis(ethylendioxy)-6α-vinylandrostane), C1OC23[C@]4(C)[C@@H](CC2(OCCO3)OC1)[C@@H]1C[C@H](C3CCCC[C@]3(C)[C@H]1CC4)CO (17,17-bis(ethylendioxy)-6β-hydroxymethylandrostane). The product is C1OC23[C@]4(C)[C@@H](CC2(OCCO3)OC1)[C@@H]1C[C@@H](C3CCCC[C@]3(C)[C@H]1CC4)CCO (17,17-Bis(ethylendioxy)-6α-(2-hydroxyethyl)androstane). The yield is 96.0%. Reported procedure: 17,17-Bis(ethylendioxy)-6α-(2-hydroxyethyl)androstane was prepared in 96% yield from 3,3:17,17-bis(ethylendioxy)-6α-vinylandrostane (Prepn. 11) by the procedure described above for the preparation of 3,3:17,17-bis(ethylendioxy)-6β-hydroxymethylandrostane (Prepn. 9). The crude was purified by flash chromatography (SiO2, n-hexane/acetone 80/20). 1H-NMR (300 MHz, DMSO-d6, ppm from TMS): δ 4.25 (t, 1H), 3.86-3.70 (m, 8H), 3.35 (m, 2H), 1.91-0.42 (m, 23H), 0.75 (s, 3H), 0.74 (s, 3H). RXN SMILES: [CH2:1]1[CH2:14][O:13][C:8]23[O:9][CH2:10][CH2:11][O:12][C:3]2([C@:4]2([CH2:27][CH2:26][C@H:25]4[C@@H:15]([CH2:16][C@H:17]([CH:28]=[CH2:29])[CH:18]5[C@:23]4([CH3:24])[CH2:22][CH2:21][CH2:20][CH2:19]5)[C@@H:6]2[CH2:7]3)[CH3:5])[O:2]1.C1COC23OCCOC2([C@]2(CC[C@H]4[C@@H](C[C@@H](CO)C5[C@]4(C)CCCC5)[C@@H]2C3)C)[O:31]1>>[CH2:11]1[CH2:10][O:9][C:8]23[O:13][CH2:14][CH2:1][O:2][C:3]2([C@:4]2([CH2:27][CH2:26][C@H:25]4[C@@H:15]([CH2:16][C@H:17]([CH2:28][CH2:29][OH:31])[CH:18]5[C@:23]4([CH3:24])[CH2:22][CH2:21][CH2:20][CH2:19]5)[C@@H:6]2[CH2:7]3)[CH3:5])[O:12]1.